describe an organic reaction: reactants, conditions, products, and yield From a dataset of the Open Reaction Database (ORD), a public repository of structured organic reaction records. Reactants: N1(CCCC1)CC1=CC=C(C=N1)C(=O)OC (Methyl 6-(1-pyrrolidinylmethyl)pyridine-3-carboxylate), [H][H] (hydrogen). Reagents/catalysts: O=[Pt]=O (Adams' catalyst). Solvent: C(C)(=O)O (acetic acid). The product is N1(CCCC1)C[C@@H]1CC[C@@H](CN1)C(=O)OC (cis-Methyl 6-(pyrrolidinylmethyl)-3-piperidinecarboxylate). Isolated yield 118.7%. Reaction SMILES: [N:1]1([CH2:6][C:7]2[N:12]=[CH:11][C:10]([C:13]([O:15][CH3:16])=[O:14])=[CH:9][CH:8]=2)[CH2:5][CH2:4][CH2:3][CH2:2]1.[H][H]>C(O)(=O)C.O=[Pt]=O>[N:1]1([CH2:6][C@H:7]2[NH:12][CH2:11][C@@H:10]([C:13]([O:15][CH3:16])=[O:14])[CH2:9][CH2:8]2)[CH2:5][CH2:4][CH2:3][CH2:2]1. Procedure details: A solution of the product of stage (i) (4.1 g) in glacial acetic acid (80 ml) was hydrogenated at 22° and atmospheric pressure over Adams' catalyst (3 g). After 3 h the uptake of hydrogen was complete and the mixture was filtered. The filtrate was evaporated to leave an oil which was partitioned between 2N sodium carbonate solution (100 ml) and dichloromethane (100 ml). The aqueous phase was further extracted with dichloromethane (100 ml). The combined organic extracts were washed with saturated... Reactants: O=C(Nc1cc(C(F)(F)F)ccc1Cl)c1cc(Cl)ccc1O, O=C(Cl)N1CCOCC1. The product is O=C(Nc1cc(C(F)(F)F)ccc1Cl)c1cc(Cl)ccc1OC(=O)N1CCOCC1. As a reaction SMILES: [Cl:1][c:2]1[cH:3][cH:4][c:5]([OH:22])[c:6]([C:7](=[O:8])[NH:9][c:10]2[c:11]([Cl:20])[cH:12][cH:13][c:14]([C:16]([F:17])([F:18])[F:19])[cH:15]2)[cH:21]1.[O:23]1[CH2:24][CH2:25][N:26]([C:29](=[O:30])[Cl:31])[CH2:27][CH2:28]1>>[Cl:1][c:2]1[cH:3][cH:4][c:5]([O:22][C:29]([N:26]2[CH2:25][CH2:24][O:23][CH2:28][CH2:27]2)=[O:30])[c:6]([C:7](=[O:8])[NH:9][c:10]2[c:11]([Cl:20])[cH:12][cH:13][c:14]([C:16]([F:17])([F:18])[F:19])[cH:15]2)[cH:21]1. Reactants: CCOC(C)=O, COCCCc1cc(C(OC)OC)c(Cl)cn1, Cl, [Na+], [OH-]. The product is COCCCc1cc(C=O)c(Cl)cn1. As a reaction SMILES: [CH3:18][CH2:19][O:20][C:21]([CH3:22])=[O:23].[Cl:1][c:2]1[c:3]([CH:13]([O:14][CH3:17])[O:15][CH3:16])[cH:4][c:5]([CH2:8][CH2:9][CH2:10][O:11][CH3:12])[n:6][cH:7]1.[ClH:26].[Na+:25].[OH-:24]>>[Cl:1][c:2]1[c:3]([CH:13]=[O:14])[cH:4][c:5]([CH2:8][CH2:9][CH2:10][O:11][CH3:12])[n:6][cH:7]1.